Task: describe an organic reaction: reactants, conditions, products, and yield. Dataset: the Open Reaction Database (ORD), a public repository of structured organic reaction records The reactants are CS(=O)(=O)C1=NN=C(S1)C=1C=C2C(=CN(C2=CC1)C(=O)OC(C)(C)C)C1=NC(=CC=C1)N1CCOCC1 (tert-butyl 5-(5-(methylsulfonyl)-1,3,4-thiadiazol-2-yl)-3-(6-morpholinopyridin-2-yl)-1H-indole-1-carboxylate), [N-]=[N+]=[N-].[Na+] (sodium azide). The solvent is O (H2O), CS(=O)C (DMSO). Run at temperature 60 celsius. Product: N(=[N+]=[N-])C1=NN=C(S1)C=1C=C2C(=CN(C2=CC1)C(=O)OC(C)(C)C)C1=NC(=CC=C1)N1CCOCC1 (tert-butyl 5-(5-azido-1,3,4-thiadiazol-2-yl)-3-(6-morpholinopyridin-2-yl)-1H-indole-1-carboxylate). Isolated yield 85.9%. RXN SMILES: CS([C:5]1[S:9][C:8]([C:10]2[CH:11]=[C:12]3[C:16](=[CH:17][CH:18]=2)[N:15]([C:19]([O:21][C:22]([CH3:25])([CH3:24])[CH3:23])=[O:20])[CH:14]=[C:13]3[C:26]2[CH:31]=[CH:30][CH:29]=[C:28]([N:32]3[CH2:37][CH2:36][O:35][CH2:34][CH2:33]3)[N:27]=2)=[N:7][N:6]=1)(=O)=O.[N-:38]=[N+:39]=[N-:40].[Na+]>CS(C)=O.O>[N:38]([C:5]1[S:9][C:8]([C:10]2[CH:11]=[C:12]3[C:16](=[CH:17][CH:18]=2)[N:15]([C:19]([O:21][C:22]([CH3:23])([CH3:24])[CH3:25])=[O:20])[CH:14]=[C:13]3[C:26]2[CH:31]=[CH:30][CH:29]=[C:28]([N:32]3[CH2:33][CH2:34][O:35][CH2:36][CH2:37]3)[N:27]=2)=[N:7][N:6]=1)=[N+:39]=[N-:40] |f:1.2|. Procedure details: To a solution of tert-butyl 5-(5-(methylsulfonyl)-1,3,4-thiadiazol-2-yl)-3-(6-morpholinopyridin-2-yl)-1H-indole-1-carboxylate (300 mg, 0.554 mmol) in DMSO (3 mL) was added sodium azide (215.8 mg, 3.32 mmol). The reaction was heated at 55-65° C. for 4 h, then diluted with H2O and extracted with EtOAc (80 mL×3). The combined organic layers were washed with water (50 mL×4), dried, filtered and concentrated to give the crude material (240 mg). MS (ESI, pos. ion) m/z: 505 (M+1). Yields the product ClC1=C(COC=2C(=NC=C(C2)C2=CC=C(C=C2)OCCN2CCOCC2)N)C(=CC=C1)Cl (3-(2,6-Dichloro-benzyloxy)-5-[4-(2-morpholin-4-yl-ethoxy)-phenyl]-pyridin-2-ylamine). Reaction SMILES: Br[C:2]1[CH:3]=[C:4]([O:9][CH2:10][C:11]2[C:16]([Cl:17])=[CH:15][CH:14]=[CH:13][C:12]=2[Cl:18])[C:5]([NH2:8])=[N:6][CH:7]=1.CC1(C)C(C)(C)OB([C:27]2[CH:41]=[CH:40][C:30]([O:31][CH2:32][CH2:33][N:34]3[CH2:39][CH2:38][O:37][CH2:36][CH2:35]3)=[CH:29][CH:28]=2)O1>>[Cl:18][C:12]1[CH:13]=[CH:14][CH:15]=[C:16]([Cl:17])[C:11]=1[CH2:10][O:9][C:4]1[C:5]([NH2:8])=[N:6][CH:7]=[C:2]([C:27]2[CH:41]=[CH:40][C:30]([O:31][CH2:32][CH2:33][N:34]3[CH2:35][CH2:36][O:37][CH2:38][CH2:39]3)=[CH:29][CH:28]=2)[CH:3]=1. Procedure: 3-(2,6-Dichloro-benzyloxy)-5-[4-(2-morpholin-4-yl-ethoxy)-phenyl]-pyridin-2-ylamine was prepared from 5-bromo-3-(2,6-dichloro-benzyloxy)-pyridin-2-ylamine (example I(a)) and 4-{2-[4-(4,4,5,5-tetramethyl-[1,3,2]dioxaborolan-2-yl)-phenoxy]-ethyl}-morpholine (prepared in part 1) following procedure 3 as a white solid. Starting materials: BrC=1C=C(C(=NC1)N)OCC1=C(C=CC=C1Cl)Cl (5-bromo-3-(2,6-dichloro-benzyloxy)-pyridin-2-ylamine), CC1(OB(OC1(C)C)C1=CC=C(OCCN2CCOCC2)C=C1)C (4-{2-[4-(4,4,5,5-tetramethyl-[1,3,2]dioxaborolan-2-yl)-phenoxy]-ethyl}-morpholine). Reactants: NC1=C(CNC2=CC=C(C=C2)N(C)C)C=CC=C1 (N-(2-aminobenzyl)-N',N'-dimethyl-1,4-phenylenediamine), C(CCCCCC)N=C=O (heptyl isocyanate). Solvent: ClCCl (dichloromethane). Conditions: time 8 hour. Yields the product CN(C1=CC=C(C=C1)N(C(=O)NCCCCCCC)CC1=C(C=CC=C1)NC(=O)NCCCCCCC)C (1-(4-dimethylaminophenyl)-1-[2-(3-heptylureido)benzyl]-3-heptylurea). Isolated yield 74.1%. Reaction SMILES: [NH2:1][C:2]1[CH:18]=[CH:17][CH:16]=[CH:15][C:3]=1[CH2:4][NH:5][C:6]1[CH:11]=[CH:10][C:9]([N:12]([CH3:14])[CH3:13])=[CH:8][CH:7]=1.[CH2:19]([N:26]=[C:27]=[O:28])[CH2:20][CH2:21][CH2:22][CH2:23][CH2:24][CH3:25]>ClCCl>[CH3:13][N:12]([CH3:14])[C:9]1[CH:10]=[CH:11][C:6]([N:5]([CH2:4][C:3]2[CH:15]=[CH:16][CH:17]=[CH:18][C:2]=2[NH:1][C:27]([NH:26][CH2:19][CH2:20][CH2:21][CH2:22][CH2:23][CH2:24][CH3:25])=[O:28])[C:27]([NH:26][CH2:19][CH2:20][CH2:21][CH2:22][CH2:23][CH2:24][CH3:25])=[O:28])=[CH:7][CH:8]=1. Reported procedure: To a solution of N-(2-aminobenzyl)-N',N'-dimethyl-1,4-phenylenediamine (0.6 g) in dichloromethane (10 ml) was added under ice-cooling heptyl isocyanate (0.4 g) and the mixture was stirred overnight while returning slowly to room temperature. The solvent was distilled off and the residue was purified by a silica gel column chromatography (chloroform:ethyl acetate=20:1) to give 1-(4-dimethylaminophenyl)-1-[2-(3-heptylureido)benzyl]-3-heptylurea as a non-crystallizable solid (0.55 g, 44%). Starting materials: C(C)N(CCN1C(C2=C(CC1)NC(=C2C)C=O)=O)CC (5-(2-diethylamino-ethyl)-3-methyl-4-oxo-4,5,6,7-tetrahydro-1H-pyrrolo[3,2-c]pyridine-2-carbaldehyde), FC=1C=C2CC(NC2=CC1NC([C@H](C)O)=O)=O ((S)—N-(5-fluoro-2-oxo-2,3-dihydro-1H-indol-6-yl)-2-hydroxy-propionamide). The product is C(C)N(CCN1C(C2=C(CC1)NC(=C2C)C=C2C(NC1=CC(=C(C=C21)F)NC([C@H](C)O)=O)=O)=O)CC ((S)—N-{3-[5-(2-diethylamino-ethyl)-3-methyl-4-oxo-4,5,6,7-tetrahydro-1H-pyrrolo[3,2-c]pyridin-2-yl methylene]-5-fluoro-2-oxo-2,3-dihydro-1H-indol-6-yl}-2-hydroxy-propionamide). The yield is 50.3%. RXN SMILES: [CH2:1]([N:3]([CH2:19][CH3:20])[CH2:4][CH2:5][N:6]1[CH2:11][CH2:10][C:9]2[NH:12][C:13]([CH:16]=O)=[C:14]([CH3:15])[C:8]=2[C:7]1=[O:18])[CH3:2].[F:21][C:22]1[CH:23]=[C:24]2[C:28](=[CH:29][C:30]=1[NH:31][C:32](=[O:36])[C@@H:33]([OH:35])[CH3:34])[NH:27][C:26](=[O:37])[CH2:25]2>>[CH2:1]([N:3]([CH2:19][CH3:20])[CH2:4][CH2:5][N:6]1[CH2:11][CH2:10][C:9]2[NH:12][C:13]([CH:16]=[C:25]3[C:24]4[C:28](=[CH:29][C:30]([NH:31][C:32](=[O:36])[C@@H:33]([OH:35])[CH3:34])=[C:22]([F:21])[CH:23]=4)[NH:27][C:26]3=[O:37])=[C:14]([CH3:15])[C:8]=2[C:7]1=[O:18])[CH3:2]. Procedure details: The title compound was prepared under the same conditions as described in Example 1 with 5-(2-diethylamino-ethyl)-3-methyl-4-oxo-4,5,6,7-tetrahydro-1H-pyrrolo[3,2-c]pyridine-2-carbaldehyde and (S)—N-(5-fluoro-2-oxo-2,3-dihydro-1H-indol-6-yl)-2-hydroxy-propionamide as starting materials to give (S)—N-{3-[5-(2-diethylamino-ethyl)-3-methyl-4-oxo-4,5,6,7-tetrahydro-1H-pyrrolo[3,2-c]pyridin-2-yl methylene]-5-fluoro-2-oxo-2,3-dihydro-1H-indol-6-yl}-2-hydroxy-propionamide (37 mg, 50.3%) as an orange so... The reactants are ClCCCl, COc1ccc(CN)nc1OC, CN(C)C=O, CCOC(C)=O, CCN(C(C)C)C(C)C, O=C([O-])c1cc(-c2cncc(Cl)c2)cnc1-c1ccccn1, [Na+], On1nnc2cccnc21. Yields the product COc1ccc(CNC(=O)c2cc(-c3cncc(Cl)c3)cnc2-c2ccccn2)nc1OC. RXN SMILES: [CH2:36]([Cl:37])[CH2:38][Cl:39].[CH3:24][O:25][c:26]1[n:27][c:28]([CH2:34][NH2:35])[cH:29][cH:30][c:31]1[O:32][CH3:33].[CH3:59][N:60]([CH3:61])[CH:62]=[O:63].[CH3:64][CH2:65][O:66][C:67](=[O:68])[CH3:69].[CH:50]([N:51]([CH:52]([CH3:53])[CH3:54])[CH2:55][CH3:56])([CH3:57])[CH3:58].[Cl:1][c:2]1[cH:3][c:4](-[c:8]2[cH:9][c:10]([C:20](=[O:21])[O-:22])[c:11](-[c:14]3[n:15][cH:16][cH:17][cH:18][cH:19]3)[n:12][cH:13]2)[cH:5][n:6][cH:7]1.[Na+:23].[OH:40][n:41]1[c:42]2[n:43][cH:44][cH:45][cH:46][c:47]2[n:48][n:49]1>>[Cl:1][c:2]1[cH:3][c:4](-[c:8]2[cH:9][c:10]([C:20](=[O:22])[NH:35][CH2:34][c:28]3[n:27][c:26]([O:25][CH3:24])[c:31]([O:32][CH3:33])[cH:30][cH:29]3)[c:11](-[c:14]3[n:15][cH:16][cH:17][cH:18][cH:19]3)[n:12][cH:13]2)[cH:5][n:6][cH:7]1. Starting materials: CO, Cl, CC(C)(C)OC(=O)N1CCCC(O)(c2cc(-c3ccc4cn(Cc5ccccc5)nc4c3)c3c(N)ncnn23)C1, C1COCCO1. The product is Nc1ncnn2c(C3(O)CCCNC3)cc(-c3ccc4cn(Cc5ccccc5)nc4c3)c12. RXN SMILES: [CH3:42][OH:43].[ClH:41].[NH2:1][c:2]1[n:3][cH:4][n:5][n:6]2[c:7]1[c:8](-[c:25]1[cH:26][cH:27][c:28]3[cH:29][n:30]([CH2:34][c:35]4[cH:36][cH:37][cH:38][cH:39][cH:40]4)[n:31][c:32]3[cH:33]1)[cH:9][c:10]2[C:11]1([OH:24])[CH2:12][N:13]([C:17]([O:18][C:19]([CH3:20])([CH3:21])[CH3:22])=[O:23])[CH2:14][CH2:15][CH2:16]1.[O:44]1[CH2:45][CH2:46][O:47][CH2:48][CH2:49]1>>[NH2:1][c:2]1[n:3][cH:4][n:5][n:6]2[c:7]1[c:8](-[c:25]1[cH:26][cH:27][c:28]3[cH:29][n:30]([CH2:34][c:35]4[cH:36][cH:37][cH:38][cH:39][cH:40]4)[n:31][c:32]3[cH:33]1)[cH:9][c:10]2[C:11]1([OH:24])[CH2:12][NH:13][CH2:14][CH2:15][CH2:16]1. The reactants are COC1=CC(=NC=C1)COC1=C(C=CC=C1)C1=CC2=C(CCN(CC2)C(=O)OC(C)(C)C)C=C1 (1,1-dimethylethyl 7-[2-({[4-(methyloxy)-2-pyridinyl]methyl}oxy)phenyl]-1,2,4,5-tetrahydro-3H-3-benzazepine-3-carboxylate), Cl (hydrogen chloride). The solvent is O1CCOCC1 (dioxane). Product: COC1=CC(=NC=C1)COC1=C(C=CC=C1)C1=CC2=C(CCNCC2)C=C1 (7-[2-({[4-(methyloxy)-2-pyridinyl]methyl}oxy)phenyl]-2,3,4,5-tetrahydro-1H-3-benzazepine). Reaction SMILES: [CH3:1][O:2][C:3]1[CH:8]=[CH:7][N:6]=[C:5]([CH2:9][O:10][C:11]2[CH:16]=[CH:15][CH:14]=[CH:13][C:12]=2[C:17]2[CH:34]=[CH:33][C:20]3[CH2:21][CH2:22][N:23](C(OC(C)(C)C)=O)[CH2:24][CH2:25][C:19]=3[CH:18]=2)[CH:4]=1.Cl>O1CCOCC1>[CH3:1][O:2][C:3]1[CH:8]=[CH:7][N:6]=[C:5]([CH2:9][O:10][C:11]2[CH:16]=[CH:15][CH:14]=[CH:13][C:12]=2[C:17]2[CH:34]=[CH:33][C:20]3[CH2:21][CH2:22][NH:23][CH2:24][CH2:25][C:19]=3[CH:18]=2)[CH:4]=1. Reported procedure: To a stirred solution of 1,1-dimethylethyl 7-[2-({[4-(methyloxy)-2-pyridinyl]methyl}oxy)phenyl]-1,2,4,5-tetrahydro-3H-3-benzazepine-3-carboxylate (3.0 g) in dioxane (30 ml) was added hydrogen chloride gas for 2 h at 10-20° C. This was concentrated in vacuo. The residue was dissolved in water, washed with ethyl acetate and basified by adding aqueous sodium bicarbonate. This was extracted with 10% methanol in DCM. The organics were dried over sodium sulphate and concentrated in vacuo to yield the ... Starting materials: CC(=O)c1cc2ccoc2cn1, [Na+], O=CC(O)C(O)C(O)C(O)CO, [OH-]. Yields the product CC(O)c1cc2ccoc2cn1. Reaction SMILES: [C:15]([CH3:16])(=[O:17])[c:18]1[cH:19][c:20]2[c:21]([cH:22][n:23]1)[o:24][cH:25][cH:26]2.[Na+:14].[O:1]=[CH:2][CH:3]([CH:4]([CH:5]([CH:6]([CH2:7][OH:8])[OH:9])[OH:10])[OH:11])[OH:12].[OH-:13]>>[CH:15]([CH3:16])([OH:17])[c:18]1[cH:19][c:20]2[c:21]([cH:22][n:23]1)[o:24][cH:25][cH:26]2. Reactants: OP(=O)(O)[O-].[Na+] (sodium phosphate monobasic), Cl(=O)[O-].[Na+] (sodium chlorite), Cl(=O)[O-].[Na+] (sodium chlorite), C1(=CC=CC=C1)C=1C=NN2C1N=CC(=C2)C2=CC=C(C=C2)CCC=O (3-[4-(3-phenylpyrazolo[1,5-a]pyrimidin-6-yl)phenyl]propanal), OP(=O)(O)[O-].[Na+] (sodium phosphate monobasic), CC(=C)CC (2-methyl butene). Run in CC(C)(C)O (t-BuOH), C1CCOC1 (THF). Conditions: time 1 hour. Yields the product C1(=CC=CC=C1)C=1C=NN2C1N=CC(=C2)C2=CC=C(C=C2)CCC(=O)O (3-[4-(3-phenylpyrazolo[1,5-a]pyrimidin-6-yl)phenyl]propanoic acid). As a reaction SMILES: [C:1]1([C:7]2[CH:8]=[N:9][N:10]3[CH:15]=[C:14]([C:16]4[CH:21]=[CH:20][C:19]([CH2:22][CH2:23][CH:24]=[O:25])=[CH:18][CH:17]=4)[CH:13]=[N:12][C:11]=23)[CH:6]=[CH:5][CH:4]=[CH:3][CH:2]=1.CC(CC)=C.[OH:31]P([O-])(O)=O.[Na+].Cl([O-])=O.[Na+]>CC(O)(C)C.C1COCC1>[C:1]1([C:7]2[CH:8]=[N:9][N:10]3[CH:15]=[C:14]([C:16]4[CH:17]=[CH:18][C:19]([CH2:22][CH2:23][C:24]([OH:31])=[O:25])=[CH:20][CH:21]=4)[CH:13]=[N:12][C:11]=23)[CH:2]=[CH:3][CH:4]=[CH:5][CH:6]=1 |f:2.3,4.5|. Procedure details: A solution of 3-[4-(3-phenylpyrazolo[1,5-a]pyrimidin-6-yl)phenyl]propanal (2-5, 278 mg, 0.850 mmol, 1 equiv) in a 4:1 mixture of THF and t-BuOH (20 mL) was treated with 2-methyl butene (5 mL), an aqueous solution of sodium phosphate monobasic (0.14 M, 234 mg, 1.70 mmol, 2 equiv) and sodium chlorite (197 mg, 2.18 mmol, 2.57 equiv). After 1 hour at room temperature, additional solid sodium phosphate monobasic (278 mg, 1.70 mmol, 2 equiv) and sodium chlorite (197 mg, 2.18 mmol, 2.57 equiv) were add... The reactants are C1(=CC=CC=C1)O (phenol), O=O (oxygen), [Br-] (bromide), O=O (oxygen), O=O (oxygen), [C]=O (carbon monoxide), [C]=O (carbon monoxide), [C]=O (carbon monoxide), C1(=CC=CC=C1)OC1=CC=CC=C1 (diphenyl ether), C1(C=CC(C=C1)=O)=O (benzoquinone), C(=O)=O (carbon dioxide). The reagents and catalysts are C(C)(=O)[O-].[Pd+2].C(C)(=O)[O-] (palladium (II) acetate), C(C)(=O)[O-].[Co+2].C(C)(=O)[O-] (cobalt (II) acetate). Reaction conditions: temperature 100 celsius, time 0.5 hour. Yields the product C(OC1=CC=CC=C1)(OC1=CC=CC=C1)=O (diphenyl carbonate). The yield is 22.0%. As a reaction SMILES: [C:1]1([OH:7])[CH:6]=[CH:5][CH:4]=[CH:3][CH:2]=1.[C:8]1([O:14][C:15]2C=CC=CC=2)[CH:13]=[CH:12][CH:11]=[CH:10][CH:9]=1.C1(=O)C=CC(=[O:27])C=C1.[Br-].O=O.C(=O)=O.[C]=O>C([O-])(=O)C.[Pd+2].C([O-])(=O)C.C([O-])(=O)C.[Co+2].C([O-])(=O)C>[C:15](=[O:27])([O:14][C:8]1[CH:13]=[CH:12][CH:11]=[CH:10][CH:9]=1)[O:7][C:1]1[CH:6]=[CH:5][CH:4]=[CH:3][CH:2]=1 |f:7.8.9,10.11.12,^3:34|. Reported procedure: Procedure of Example 1 was repeated except there was utilized 50.1 grams of phenol, 6.281 grams of diphenyl ether, 1.955 grams of benzoquinone, 1.5 gram of tetraabutylammonium bromide, 0.060 of palladium (II) acetate and 0.032 gram of cobalt (II) acetate. The reactor was sealed and pressurized with 400 psi of oxygen, 450 psi of carbon dioxide, and 800 psi of carbon monoxide to provide a total pressure of 1650 psi at room temperature. The reactor was heated to 100° C. At 0.5 hours, the pressure o...